From a dataset of the Open Reaction Database (ORD), a public repository of structured organic reaction records. describe an organic reaction: reactants, conditions, products, and yield The reagents and catalysts are [Zn] (zinc). The solvent is C(C)(=O)OC(C)C (isopropyl acetate). Run at temperature 60 celsius, time 15 minute. Procedure details: At room temperature, a three-neck flask equipped with a reflux condenser, internal thermometer, dropping funnel and stirrer under nitrogen protective gas was initially charged with 15.1 g of zinc powder (231 mmol) in 90 ml of isopropyl acetate. After 3.7 ml of trimethylchlorosilane (29 mmol) had been added, the mixture was heated to 60° C. for 20 min, then allowed to cool to 55° C. and 32.6 g of undiluted methyl bromoacetate (213 mmol) were subsequently added dropwise within 10 min, and the temp... RXN SMILES: C[Si](C)(C)Cl.Br[CH2:7][C:8]([O:10][CH3:11])=[O:9].[CH2:12]1[O:20][CH:13]1[C:14]1[CH:19]=[CH:18][CH:17]=[CH:16][CH:15]=1.Cl>C(OC(C)C)(=O)C.[Zn]>[OH:20][CH:13]([C:14]1[CH:19]=[CH:18][CH:17]=[CH:16][CH:15]=1)[CH2:12][CH2:7][C:8]([O:10][CH3:11])=[O:9]. The product is OC(CCC(=O)OC)C1=CC=CC=C1 (methyl 4-hydroxy-4-phenylbutyrate). Reactants: C[Si](Cl)(C)C (trimethylchlorosilane), Cl (hydrochloric acid), BrCC(=O)OC (methyl bromoacetate), C1C(C2=CC=CC=C2)O1 (styrene oxide). Reactants: N(=NC(=O)OC(C)C)C(=O)OC(C)C (diisopropyl azodicarboxylate), OC1=CC2=C([C@@H](CO2)CC(=O)OC)C=C1 (methyl (S)-2-(6-hydroxyl-2,3-dihydrobenzofuran-3-yl)acetate), C1(=CC=CC=C1)P(C1=CC=CC=C1)C1=CC=CC=C1 (triphenylphosphine), C(C)(=O)OCC1=C(C(=CC(=C1)O[C@H]1COCC1)C)C1=CC(=CC=C1)CO ((R)-(3′-(hydroxymethyl)-6-methyl-4-((tetrahydrofuran-3-yl)oxy)biphenyl-2-yl)methyl acetate). The solvent is ClCCl (dichloromethane). Run at temperature 0 celsius, time 12 hour. Product: C(C)(=O)OCC1=C(C(=CC(=C1)O[C@H]1COCC1)C)C1=CC(=CC=C1)COC1=CC2=C([C@@H](CO2)CC(=O)OC)C=C1 (methyl 2-((S)-6-((2′-(acetoxymethyl)-6′-methyl-4′-(((R)— tetrahydrofuran-3-yl)oxy)biphenyl-3-yl)methoxy)-2,3-dihydrobenzofuran-3-yl)acetate). Isolated yield 96.0%. Reaction SMILES: [C:1]([O:4][CH2:5][C:6]1[CH:11]=[C:10]([O:12][C@@H:13]2[CH2:17][CH2:16][O:15][CH2:14]2)[CH:9]=[C:8]([CH3:18])[C:7]=1[C:19]1[CH:24]=[CH:23][CH:22]=[C:21]([CH2:25][OH:26])[CH:20]=1)(=[O:3])[CH3:2].O[C:28]1[CH:41]=[CH:40][C:31]2[C@H:32]([CH2:35][C:36]([O:38][CH3:39])=[O:37])[CH2:33][O:34][C:30]=2[CH:29]=1.C1(P(C2C=CC=CC=2)C2C=CC=CC=2)C=CC=CC=1.N(C(OC(C)C)=O)=NC(OC(C)C)=O>ClCCl>[C:1]([O:4][CH2:5][C:6]1[CH:11]=[C:10]([O:12][C@@H:13]2[CH2:17][CH2:16][O:15][CH2:14]2)[CH:9]=[C:8]([CH3:18])[C:7]=1[C:19]1[CH:24]=[CH:23][CH:22]=[C:21]([CH2:25][O:26][C:28]2[CH:41]=[CH:40][C:31]3[C@H:32]([CH2:35][C:36]([O:38][CH3:39])=[O:37])[CH2:33][O:34][C:30]=3[CH:29]=2)[CH:20]=1)(=[O:3])[CH3:2]. Reported procedure: (R)-(3′-(Hydroxymethyl)-6-methyl-4-((tetrahydrofuran-3-yl)oxy)biphenyl-2-yl)methyl acetate 35d (127 mg, 0.36 mmol) was dissolved in 10 mL of dichloromethane, followed by addition of methyl (S)-2-(6-hydroxyl-2,3-dihydrobenzofuran-3-yl)acetate (89 mg, 0.43 mmol) and triphenylphosphine (112 mg, 0.43 mmol). The reaction solution was cooled down to 0° C., followed by addition of diisopropyl azodicarboxylate (87 mg, 0.43 mmol). The reaction solution was warmed up to room temperature and stirred for 12... Starting materials: COCOC1=C(C(=CC=C1C)OCOC)C(C(=O)OCC)=O (ethyl 2-[2,6-bis(methoxymethoxy)-3-methyl-phenyl]-2-oxo-acetate), COCOC1=C(C(=CC=C1C)OCOC)C(C(=O)OCC)=O (ethyl 2-[2,6-bis(methoxymethoxy)-3-methyl-phenyl]-2-oxo-acetate), C[Si](C)(C)[N-][Si](C)(C)C.[K+] (KHMDS), C1(=CC=CC=C1)C (toluene). The reagents and catalysts are [Br-].C[P+](C1=CC=CC=C1)(C1=CC=CC=C1)C1=CC=CC=C1 (methyltriphenylphosphonium bromide). The solvent is O1CCCC1 (tetrahydrofuran), O1CCCC1 (tetrahydrofuran). Conditions: temperature 0 celsius, time 45 minute. Product: COCOC1=C(C(=CC=C1C)OCOC)C(C(=O)OCC)=C (ethyl 2-[2,6-bis(methoxymethoxy)-3-methyl-phenyl]prop-2-enoate). Isolated yield 83.1%. Reaction SMILES: C[Si]([N-][Si](C)(C)C)(C)C.[K+].[C:11]1(C)C=CC=CC=1.[CH3:18][O:19][CH2:20][O:21][C:22]1[C:27]([CH3:28])=[CH:26][CH:25]=[C:24]([O:29][CH2:30][O:31][CH3:32])[C:23]=1[C:33](=O)[C:34]([O:36][CH2:37][CH3:38])=[O:35]>[Br-].C[P+](C1C=CC=CC=1)(C1C=CC=CC=1)C1C=CC=CC=1.O1CCCC1>[CH3:18][O:19][CH2:20][O:21][C:22]1[C:27]([CH3:28])=[CH:26][CH:25]=[C:24]([O:29][CH2:30][O:31][CH3:32])[C:23]=1[C:33](=[CH2:11])[C:34]([O:36][CH2:37][CH3:38])=[O:35] |f:0.1,4.5|. Procedure details: To a suspension of methyltriphenylphosphonium bromide (8.78 g, 24.6 mmol) in dry tetrahydrofuran (50 ml) at 0° C. KHMDS 0.5M solution in toluene (44.22 ml, 22.11 mmol) was slowly added and the reaction mixture was stirred for 15 minutes at 0° C. and for 45 minutes at room temperature. The reaction mixture was cooled to 0° C. and it was slowly added to a solution of ethyl 2-[2,6-bis(methoxymethoxy)-3-methyl-phenyl]-2-oxo-acetate (Intermediate 151, 4.6 g, 14.74 mmol) in dry tetrahydrofuran (25 mL)... The reactants are BrCC(=O)C1=C(NS(=O)(=O)C)C=CC=C1 (2'-(Bromoacetyl)methanesulfonanilide), C(C)(=O)C1=C(NS(=O)(=O)C)C=CC=C1 (2'-acetylmethanesulfonanilide). The product is BrCC(=O)C=1C=C(NS(=O)(=O)C)C=CC1 (3'-(2-bromoacetyl)methanesulfonanilide). Reaction SMILES: [Br:1][CH2:2][C:3](C1C=CC=CC=1NS(C)(=O)=O)=[O:4].C([C:19]1[CH:29]=[CH:28][CH:27]=[CH:26][C:20]=1[NH:21][S:22]([CH3:25])(=[O:24])=[O:23])(=O)C>>[Br:1][CH2:2][C:3]([C:27]1[CH:26]=[C:20]([CH:19]=[CH:29][CH:28]=1)[NH:21][S:22]([CH3:25])(=[O:23])=[O:24])=[O:4]. Procedure details: 2'-(Bromoacetyl)methanesulfonanilide can be derived from 2'-acetylmethanesulfonanilide (Preparation 1) following the bromination procedure described in Example 10, Step X. In a like manner, 3'-(2-bromoacetyl)methanesulfonanilide can be obtained. Starting materials: C(=O)(OC(C)(C)C)N[C@@H](C)C(=O)O (N-BOC-L-alanine), proline methyl ester. HCl, O.ON1N=NC2=C1C=CC=C2 (1-hydroxybenzotriazole hydrate), ethyl-3-(3-dimethylamino)propyl carbodiimide, Cl (HCl), CN1CCOCC1 (4-methylmorpholine). The solvent is O (water), CN(C)C=O (DMF). Reaction conditions: time 12 hour. Yields the product COC([C@H]1N(CCC1)C([C@@H](NC(=O)OC(C)(C)C)C)=O)=O (N-[[(t-Butoxy)-carbonyl]-L-alanyl]-L-proline methyl ester). RXN SMILES: [C:1]([NH:8][C@H:9]([C:11]([OH:13])=O)[CH3:10])([O:3][C:4]([CH3:7])([CH3:6])[CH3:5])=[O:2].[OH2:14].ON1[C:20]2[CH:21]=[CH:22][CH:23]=C[C:19]=2[N:18]=N1.Cl.CN1C[CH2:31][O:30]CC1>CN(C=O)C.O>[CH3:31][O:30][C:23](=[O:14])[C@@H:22]1[CH2:21][CH2:20][CH2:19][N:18]1[C:11](=[O:13])[C@H:9]([CH3:10])[NH:8][C:1]([O:3][C:4]([CH3:5])([CH3:6])[CH3:7])=[O:2] |f:1.2|. Reported procedure: To a solution of N-BOC-L-alanine (150 mmol) in DMF (250 mL) at 0° C., is added proline methyl ester. HCl (150 mmol), 1-hydroxybenzotriazole hydrate (22.2 g, 0.164 mmol), ethyl-3-(3-dimethylamino)propyl carbodiimide.HCl (31.4 g, 0.164 mmol) and 4-methylmorpholine (22.6 g, 0.224 mmol). The reaction mixture is stirred for 12 h while allowing the reaction to warm to room temperature. The reaction mixture is poured in water (750 mL) and extracted with ethyl acetate (2×150 mL). The combined organic ex... Product: Cc1ccc(S(=O)(=O)N2C(CCc3nccn3C)CCC2c2ccc(F)cc2)cc1. The reactants are CI, Cc1ccc(S(=O)(=O)N2C(CCc3ncc[nH]3)CCC2c2ccc(F)cc2)cc1, [H-], [Na+]. As a reaction SMILES: [CH3:30][I:31].[F:1][c:2]1[cH:3][cH:4][c:5]([CH:8]2[CH2:9][CH2:10][CH:11]([CH2:23][CH2:24][c:25]3[nH:26][cH:27][cH:28][n:29]3)[N:12]2[S:13](=[O:14])(=[O:15])[c:16]2[cH:17][cH:18][c:19]([CH3:22])[cH:20][cH:21]2)[cH:6][cH:7]1.[H-:32].[Na+:33]>>[F:1][c:2]1[cH:3][cH:4][c:5]([CH:8]2[CH2:9][CH2:10][CH:11]([CH2:23][CH2:24][c:25]3[n:26][cH:27][cH:28][n:29]3[CH3:30])[N:12]2[S:13](=[O:14])(=[O:15])[c:16]2[cH:17][cH:18][c:19]([CH3:22])[cH:20][cH:21]2)[cH:6][cH:7]1. The reactants are impure mixture, NC1(CC1)C=1C=C(C(=NC1)NC=1C=NC(=C(C1)F)OC)C1=NC(=NC(=N1)C)N(CC1=CC=C(C=C1)OC)CC1=CC=C(C=C1)OC (4-(5-(1-aminocyclopropyl)-2-(5-fluoro-6-methoxypyridin-3-ylamino)pyridin-3-yl)-N,N-bis(4-methoxybenzyl)-6-methyl-1,3,5-triazin-2-amine), B(F)(F)F.CCOCC (boron trifluoride diethyl etherate), C(C)[Mg]Br (Ethylmagnesium bromide), COC1=CC=C(CN(C2=NC(=NC(=N2)C)C=2C(=NC=C(C#N)C2)NC=2C=NC(=C(C2)F)OC)CC2=CC=C(C=C2)OC)C=C1 (5-(4-(bis(4-methoxybenzyl)amino)-6-methyl-1,3,5-triazin-2-yl)-6-(5-fluoro-6-methoxypyridin-3-ylamino)nicotinonitrile), [OH-].[Na+] (NaOH), OS(=O)(=O)C(F)(F)F (triflic acid), B(F)(F)F.CCOCC (boron trifluoride diethyl etherate). The reagents and catalysts are CC([O-])C.[Ti+4].CC([O-])C.CC([O-])C.CC([O-])C (titanium (IV) isopropoxide). The solvent is C(=O)(C(F)(F)F)O (TFA), C1CCOC1 (THF), C1CCOC1 (THF). Run at temperature -78 celsius, time 1 hour. Product: FC(C(=O)O)(F)F.NC1(CC1)C=1C=C(C(=NC1)NC=1C=NC(=C(C1)F)OC)C1=NC(=NC(=N1)C)N (4-(5-(1-aminocyclopropyl)-2-(5-fluoro-6-methoxypyridin-3-ylamino)pyridin-3-yl)-6-methyl-1,3,5-triazin-2-amine 2,2,2-trifluoroacetate). Isolated yield 3.8%. RXN SMILES: COC1C=CC(CN(CC2C=CC([O:41][CH3:42])=CC=2)C2N=C(C)N=C(C3C(NC4C=NC(OC)=C(F)C=4)=NC=C(C=3)C#N)N=2)=CC=1.C([Mg]Br)C.B(F)(F)F.CC[O:55]CC.[NH2:58][C:59]1([C:62]2[CH:63]=[C:64]([C:78]3[N:83]=[C:82]([CH3:84])[N:81]=[C:80]([N:85](CC4C=CC(OC)=CC=4)CC4C=CC(OC)=CC=4)[N:79]=3)[C:65]([NH:68][C:69]3[CH:70]=[N:71][C:72]([O:76][CH3:77])=[C:73]([F:75])[CH:74]=3)=[N:66][CH:67]=2)[CH2:61][CH2:60]1.OS([C:108]([F:111])([F:110])[F:109])(=O)=O.[OH-].[Na+]>C1COCC1.C(O)(C(F)(F)F)=O.CC(C)[O-].[Ti+4].CC(C)[O-].CC(C)[O-].CC(C)[O-]>[F:109][C:108]([F:111])([F:110])[C:42]([OH:41])=[O:55].[NH2:58][C:59]1([C:62]2[CH:63]=[C:64]([C:78]3[N:83]=[C:82]([CH3:84])[N:81]=[C:80]([NH2:85])[N:79]=3)[C:65]([NH:68][C:69]3[CH:70]=[N:71][C:72]([O:76][CH3:77])=[C:73]([F:75])[CH:74]=3)=[N:66][CH:67]=2)[CH2:61][CH2:60]1 |f:2.3,6.7,10.11.12.13.14,15.16|. Procedure: To a dark brown slurry of 5-(4-(bis(4-methoxybenzyl)amino)-6-methyl-1,3,5-triazin-2-yl)-6-(5-fluoro-6-methoxypyridin-3-ylamino)nicotinonitrile (0.210 g, 0.354 mmol) in 7 mL THF was added titanium (IV) isopropoxide (0.125 mL, 0.425 mmol), and the reaction was cooled to −78° C. Ethylmagnesium bromide 1.0 M solution in THF (2.268 mL, 2.268 mmol) was added slowly dropwise and the reaction allowed to stir 1 h at −78° C. The reaction was allowed to warm to ambient temperature. After 2 h, boron trifluo... Starting materials: ClC1=CC=C(C=C1)C1C(C(=O)OC1)COS(=O)(=O)C (β-(p-chlorophenyl)-α-methanesulfonyloxymethyl-γ-butyrolactone), C(C)(=O)O (acetic acid), [SH-].[Na+] (sodium hydrosulfide). Solvent: C(C)(=O)OCC (ethyl acetate), C(C)O (ethanol). The product is SCC1C(=O)OCC1C1=CC=CC=C1 (α-mercaptomethyl-β-phenyl-γ-butyrolactone). The yield is 52.0%. As a reaction SMILES: Cl[C:2]1[CH:7]=[CH:6][C:5]([CH:8]2[CH2:13][O:12][C:10](=[O:11])[CH:9]2[CH2:14]OS(C)(=O)=O)=[CH:4][CH:3]=1.C(O)(=O)C.[SH-:24].[Na+]>C(O)C.C(OCC)(=O)C>[SH:24][CH2:14][CH:9]1[CH:8]([C:5]2[CH:4]=[CH:3][CH:2]=[CH:7][CH:6]=2)[CH2:13][O:12][C:10]1=[O:11] |f:2.3|. Procedure details: To a solution of 1.0 g of α-methanesulfonyloxymethyl-β-phenyl-γ-butyrolactone (III) in 20 ml of ethanol were added 1.5 ml of acetic acid and then 1.2 g of commercially available 70% sodium hydrosulfide and the mixture was stirred at room temperature for 18 hours. After completion of the reaction, the reaction mixture was diluted with 150 ml of ethyl acetate, washed with water in a conventional manner, dried over magnesium sulfate and the solvent was distilled off. The crude product thus obtained... Reactants: Cl.FC1=CC=C(C=C1)C(C(CC1=CC=C(C=C1)C(F)(F)F)N)O ((1RS,2SR)-1-(4-fluorophenyl)-1-hydroxy-3-(4-(trifluoromethyl)phenyl)-2-propylamine hydrochloride), C(O)([O-])=O.[Na+] (sodium hydrogen carbonate), C1(=CC=CC=C1)CCCC(=O)O (4-phenylbutyric acid), C(C(=O)Cl)(=O)Cl (oxalyl chloride). Run in C(C)(=O)OCC (ethyl acetate), O (water), O1CCCC1 (tetrahydrofuran), CN(C=O)C (N,N-dimethylformamide). Run at time 30 minute. Product: FC1=CC=C(C=C1)C(C(CC1=CC=C(C=C1)C(F)(F)F)NC(CCCC1=CC=CC=C1)=O)O (N-((1RS,2SR)-2-(4-fluorophenyl)-2-hydroxy-1-((4-(trifluoromethyl)phenyl)methyl)ethyl)-4-phenylbutyramide). Isolated yield 68.3%. Reaction SMILES: [C:1]1([CH2:7][CH2:8][CH2:9][C:10]([OH:12])=O)[CH:6]=[CH:5][CH:4]=[CH:3][CH:2]=1.C(Cl)(=O)C(Cl)=O.Cl.[F:20][C:21]1[CH:26]=[CH:25][C:24]([CH:27]([OH:41])[CH:28]([NH2:40])[CH2:29][C:30]2[CH:35]=[CH:34][C:33]([C:36]([F:39])([F:38])[F:37])=[CH:32][CH:31]=2)=[CH:23][CH:22]=1.C(=O)([O-])O.[Na+]>O1CCCC1.C(OCC)(=O)C.O.CN(C)C=O>[F:20][C:21]1[CH:22]=[CH:23][C:24]([CH:27]([OH:41])[CH:28]([NH:40][C:10](=[O:12])[CH2:9][CH2:8][CH2:7][C:1]2[CH:2]=[CH:3][CH:4]=[CH:5][CH:6]=2)[CH2:29][C:30]2[CH:35]=[CH:34][C:33]([C:36]([F:39])([F:38])[F:37])=[CH:32][CH:31]=2)=[CH:25][CH:26]=1 |f:2.3,4.5|. Reported procedure: To a solution of 4-phenylbutyric acid (141 mg, 0.86 mmol) in tetrahydrofuran (5 ml) were added oxalyl chloride (0.15 ml, 1.72 mmol) and N,N-dimethylformamide (0.01 ml), and the mixture was stirred at room temperature for 30 min. The reaction solution was evaporated under reduced pressure. To a solution of the residue in ethyl acetate (5 ml) were added (1RS,2SR)-1-(4-fluorophenyl)-1-hydroxy-3-(4-(trifluoromethyl)phenyl)-2-propylamine hydrochloride (200 mg, 0.57 mmol) and saturated aqueous sodium ...